Dataset: the Open Reaction Database (ORD), a public repository of structured organic reaction records. Task: describe an organic reaction: reactants, conditions, products, and yield Reactants: NCc1ccc(-c2nc3c(N4CCN(Cc5cccnc5)CC4)c(Br)cnc3[nH]2)cc1, CC(C)(C)OC(=O)N1CCN(c2ccc(-c3nc4c(N5CCN(Cc6cccnc6)CC5)c(Cl)cnc4[nH]3)cc2)CC1, ClCCl, O=C(O)C(F)(F)F. Product: Clc1cnc2[nH]c(-c3ccc(N4CCNCC4)cc3)nc2c1N1CCN(Cc2cccnc2)CC1. Reaction SMILES: [Br:1][c:2]1[c:3]([N:4]2[CH2:5][CH2:6][N:7]([CH2:8][c:9]3[cH:10][n:11][cH:12][cH:13][cH:14]3)[CH2:15][CH2:16]2)[c:17]2[n:18][c:19](-[c:20]3[cH:21][cH:22][c:23]([CH2:24][NH2:25])[cH:26][cH:27]3)[nH:28][c:29]2[n:30][cH:31]1.[Cl:32][c:33]1[c:34]([N:61]2[CH2:62][CH2:63][N:64]([CH2:67][c:68]3[cH:69][n:70][cH:71][cH:72][cH:73]3)[CH2:65][CH2:66]2)[c:35]2[c:36]([n:37][cH:38]1)[nH:39][c:40](-[c:42]1[cH:43][cH:44][c:45]([N:48]3[CH2:49][CH2:50][N:51]([C:54]([O:55][C:56]([CH3:57])([CH3:58])[CH3:59])=[O:60])[CH2:52][CH2:53]3)[cH:46][cH:47]1)[n:41]2.[Cl:81][CH2:82][Cl:83].[F:74][C:75]([F:76])([F:77])[C:78]([OH:79])=[O:80]>>[Cl:32][c:33]1[c:34]([N:61]2[CH2:62][CH2:63][N:64]([CH2:67][c:68]3[cH:69][n:70][cH:71][cH:72][cH:73]3)[CH2:65][CH2:66]2)[c:35]2[c:36]([n:37][cH:38]1)[nH:39][c:40](-[c:42]1[cH:43][cH:44][c:45]([N:48]3[CH2:49][CH2:50][NH:51][CH2:52][CH2:53]3)[cH:46][cH:47]1)[n:41]2.